The task is: describe an organic reaction: reactants, conditions, products, and yield. This data is from the Open Reaction Database (ORD), a public repository of structured organic reaction records. RXN SMILES: [CH2:19]1[CH:20]2[N:21]([CH2:22][CH2:23][NH:24]1)[CH2:25][CH2:26][CH2:27]2.[Cl:1][CH2:2][CH2:3][CH2:4][CH2:5][N:6]1[C:7](=[O:18])[CH2:8][CH2:9][C:10](=[O:17])[c:11]2[c:12]1[cH:13][cH:14][cH:15][cH:16]2>>[CH2:2]([CH2:3][CH2:4][CH2:5][N:6]1[C:7](=[O:18])[CH2:8][CH2:9][C:10](=[O:17])[c:11]2[c:12]1[cH:13][cH:14][cH:15][cH:16]2)[N:24]1[CH2:19][CH:20]2[N:21]([CH2:22][CH2:23]1)[CH2:25][CH2:26][CH2:27]2. Product: O=C1CCC(=O)N(CCCCN2CCN3CCCC3C2)c2ccccc21. Starting materials: C1CC2CNCCN2C1, O=C1CCC(=O)N(CCCCCl)c2ccccc21. Reactants: IC1=NC=C(C=N1)NC(C1=C(C=CC(=C1)[N+](=O)[O-])C)=O (N-(2-iodopyrimidin-5-yl)-2-methyl-5-nitrobenzamide), O1CCN(CC1)CCN (2-morpholinoethanamine), CCN(C(C)C)C(C)C (DIEA). Solvent: CC(C)O (IPA). Conditions: temperature 70 celsius. Product: CC1=C(C(=O)NC=2C=NC(=NC2)NCCN2CCOCC2)C=C(C=C1)[N+](=O)[O-] (2-methyl-N-(2-(2-morpholinoethylamino)pyrimidin-5-yl)-5-nitrobenzamide). RXN SMILES: I[C:2]1[N:7]=[CH:6][C:5]([NH:8][C:9](=[O:20])[C:10]2[CH:15]=[C:14]([N+:16]([O-:18])=[O:17])[CH:13]=[CH:12][C:11]=2[CH3:19])=[CH:4][N:3]=1.[O:21]1[CH2:26][CH2:25][N:24]([CH2:27][CH2:28][NH2:29])[CH2:23][CH2:22]1.CCN(C(C)C)C(C)C>CC(O)C>[CH3:19][C:11]1[CH:12]=[CH:13][C:14]([N+:16]([O-:18])=[O:17])=[CH:15][C:10]=1[C:9]([NH:8][C:5]1[CH:4]=[N:3][C:2]([NH:29][CH2:28][CH2:27][N:24]2[CH2:25][CH2:26][O:21][CH2:22][CH2:23]2)=[N:7][CH:6]=1)=[O:20]. Reported procedure: N-(2-iodopyrimidin-5-yl)-2-methyl-5-nitrobenzamide (60 mg, 0.156 mmol), 2-morpholinoethanamine (˜200 mg, 1.5 mmol), and DIEA (0.041 mL, 0.234 mmol) were taken up in IPA (2.5 mL) in a 16×100 mm resealable pyrex tube and heated at 70° C. for 4 h. The mixture was concentrated and purified by preparative TLC (2.5% MeOH/CH2Cl2) to afford 2-methyl-N-(2-(2-morpholinoethylamino)pyrimidin-5-yl)-5-nitrobenzamide. Yields the product C1(CC1)C(=O)CC1=C(C=CC=C1)Cl (2-Chlorobenzyl cyclopropyl ketone). RXN SMILES: [Mg].[Cl:2][C:3]1[CH:10]=[CH:9][CH:8]=[CH:7][C:4]=1[CH2:5]Br.[CH:11]1([C:14]#N)[CH2:13][CH2:12]1.[Cl-].[NH4+].C([O:20]CC)C>C(OCC)(=O)C.C1(C)C=CC=CC=1>[CH:11]1([C:14]([CH2:5][C:4]2[CH:7]=[CH:8][CH:9]=[CH:10][C:3]=2[Cl:2])=[O:20])[CH2:13][CH2:12]1 |f:3.4|. Solvent: C(C)(=O)OCC (ethyl acetate), C1(=CC=CC=C1)C (toluene), C(C)(=O)OCC (ethyl acetate). Procedure details: 10 ml of anhydrous diethyl ether were added to 0.45 g (18.5 mmole) of metallic magnesium, and then a solution of 2.0 ml (15.4 mmole) of 2-chlorobenzyl bromide in 10 ml of diethyl ether was slowly added dropwise to the resulting mixture, whilst stirring; the mixture was then stirred at room temperature for one hour. The resulting solution was slowly added dropwise to a solution of 1.1 ml of cyclopropyl cyanide in 10 ml of diethyl ether over a period of 30 minutes, and then the mixture was stirred... Reactants: ClC1=C(CBr)C=CC=C1 (2-chlorobenzyl bromide), C(C)OCC (diethyl ether), C1(CC1)C#N (cyclopropyl cyanide), C(C)OCC (diethyl ether), [Cl-].[NH4+] (ammonium chloride), [Mg] (magnesium), C(C)OCC (diethyl ether). The product is CC(=O)c1sc(-c2ccccc2)nc1N1CCCCC1. Reaction SMILES: [CH2:24]1[O:25][CH2:26][CH2:27][CH2:28]1.[CH3:1][O:2][N:3]([C:4](=[O:5])[c:6]1[c:7]([N:17]2[CH2:18][CH2:19][CH2:20][CH2:21][CH2:22]2)[n:8][c:9](-[c:11]2[cH:12][cH:13][cH:14][cH:15][cH:16]2)[s:10]1)[CH3:23]>>[C:4](=[O:5])([c:6]1[c:7]([N:17]2[CH2:18][CH2:19][CH2:20][CH2:21][CH2:22]2)[n:8][c:9](-[c:11]2[cH:12][cH:13][cH:14][cH:15][cH:16]2)[s:10]1)[CH3:24]. Starting materials: C1CCOC1, CON(C)C(=O)c1sc(-c2ccccc2)nc1N1CCCCC1. Reactants: C(C)(C)(C)OC(N(C1=CC=C(C=C1)C#N)CC=1C=NC(=C(C1C)OCC1=CC(=CC=C1)C#N)CO)=O ([5-(3-cyano-benzyloxy)-6-hydroxymethyl-4-methyl-pyridin-3-ylmethyl]-(4-cyano-phenyl)-carbamic acid tert-butyl ester). The reagents and catalysts are [O-2].[O-2].[Mn+4] (manganese (IV) dioxide). The solvent is CO (methyl alcohol). Product: C(C)(C)(C)OC(N(C1=CC=C(C=C1)C#N)CC=1C=NC(=C(C1C)OCC1=CC(=CC=C1)C#N)C=O)=O ([5-(3-Cyano-benzyloxy)-6-formyl-4-methyl-pyridin-3-ylmethyl]-(4-cyano-phenyl)-carbamic acid tert-butyl ester). Yield: 65.9%. RXN SMILES: [C:1]([O:5][C:6](=[O:36])[N:7]([CH2:16][C:17]1[CH:18]=[N:19][C:20]([CH2:34][OH:35])=[C:21]([O:24][CH2:25][C:26]2[CH:31]=[CH:30][CH:29]=[C:28]([C:32]#[N:33])[CH:27]=2)[C:22]=1[CH3:23])[C:8]1[CH:13]=[CH:12][C:11]([C:14]#[N:15])=[CH:10][CH:9]=1)([CH3:4])([CH3:3])[CH3:2]>CO.[O-2].[O-2].[Mn+4]>[C:1]([O:5][C:6](=[O:36])[N:7]([CH2:16][C:17]1[CH:18]=[N:19][C:20]([CH:34]=[O:35])=[C:21]([O:24][CH2:25][C:26]2[CH:31]=[CH:30][CH:29]=[C:28]([C:32]#[N:33])[CH:27]=2)[C:22]=1[CH3:23])[C:8]1[CH:9]=[CH:10][C:11]([C:14]#[N:15])=[CH:12][CH:13]=1)([CH3:4])([CH3:2])[CH3:3] |f:2.3.4|. Procedure details: A solution of [5-(3-cyano-benzyloxy)-6-hydroxymethyl-4-methyl-pyridin-3-ylmethyl]-(4-cyano-phenyl)-carbamic acid tert-butyl ester (137) (235 mg, 0.484 mmol) and manganese (IV) dioxide (198 mg, 1.93 mmol) in methyl alcohol (5 mL) at room temperature for 2 hours. Excess manganese (IV) dioxide was filtered through a celite pad and washed with ethyl acetate. The filtrate was evaporated to give a crude residue, which was purified by column chromatography on silica gel using a gradient mixture of ethy...